The task is: describe an organic reaction: reactants, conditions, products, and yield. This data is from the Open Reaction Database (ORD), a public repository of structured organic reaction records. Starting materials: COc1ccc(C(=O)Cl)cc1, CN(C)c1ccncc1, CCOC(C)=O, ClCCl, Nc1cc(-c2ccc[nH]2)ccc1[N+](=O)[O-], [Na+], O=C([O-])O. Yields the product COc1ccc(C(=O)Nc2cc(-c3ccc[nH]3)ccc2[N+](=O)[O-])cc1. Reaction SMILES: [CH3:1][O:2][c:3]1[cH:4][cH:5][c:6]([C:7](=[O:8])[Cl:9])[cH:10][cH:11]1.[CH3:32][N:33]([CH3:34])[c:35]1[cH:36][cH:37][n:38][cH:39][cH:40]1.[CH3:44][CH2:45][O:46][C:47]([CH3:48])=[O:49].[Cl:41][CH2:42][Cl:43].[N+:12](=[O:13])([O-:14])[c:15]1[c:16]([NH2:26])[cH:17][c:18](-[c:21]2[nH:22][cH:23][cH:24][cH:25]2)[cH:19][cH:20]1.[Na+:31].[O-:27][C:28]([OH:29])=[O:30]>>[CH3:1][O:2][c:3]1[cH:4][cH:5][c:6]([C:7](=[O:8])[NH:26][c:16]2[c:15]([N+:12](=[O:13])[O-:14])[cH:20][cH:19][c:18](-[c:21]3[nH:22][cH:23][cH:24][cH:25]3)[cH:17]2)[cH:10][cH:11]1. Reactants: CN1CC(N)CC2c3cccc4[nH]cc(c34)CC21, CC(=O)OC(C)=O, O=CO. The product is CN1CC(NC=O)CC2c3cccc4[nH]cc(c34)CC21. Reaction SMILES: [CH3:1][N:2]1[CH2:3][CH:4]([NH2:18])[CH2:5][CH:6]2[c:7]3[cH:8][cH:9][cH:10][c:11]4[nH:12][cH:13][c:14]([c:17]34)[CH2:15][CH:16]12.[CH3:22][C:23]([O:24][C:25](=[O:26])[CH3:27])=[O:28].[CH:19](=[O:20])[OH:21]>>[CH3:1][N:2]1[CH2:3][CH:4]([NH:18][CH:19]=[O:20])[CH2:5][CH:6]2[c:7]3[cH:8][cH:9][cH:10][c:11]4[nH:12][cH:13][c:14]([c:17]34)[CH2:15][CH:16]12. Starting materials: ClC1=C(C=CC=C1)NC(=S)N (N-(2-chlorophenyl)thiourea), BrC(C(=O)O)CC (2-bromo-butyric acid). The product is ClC1=C(C=CC=C1)NC=1SC(C(N1)=O)CC (2-[(2-chlorophenyl)amino]-5-ethyl-1,3-thiazol-4(5H)-one). As a reaction SMILES: [Cl:1][C:2]1[CH:7]=[CH:6][CH:5]=[CH:4][C:3]=1[NH:8][C:9]([NH2:11])=[S:10].Br[CH:13]([CH2:17][CH3:18])[C:14](O)=[O:15]>>[Cl:1][C:2]1[CH:7]=[CH:6][CH:5]=[CH:4][C:3]=1[NH:8][C:9]1[S:10][CH:13]([CH2:17][CH3:18])[C:14](=[O:15])[N:11]=1. Procedure details: Synthesis was performed from N-(2-chlorophenyl)thiourea and 2-bromo-butyric acid according to Method C1. Starting materials: COC1=CC=C(CN)C=C1 (4-methoxybenzylamine), BrCC1=C(C=C(C(=C1)OC)Cl)CBr (1,2-bis-bromomethyl-4-chloro-5-methoxy-benzene), C(=O)([O-])[O-].[Na+].[Na+] (Na2CO3). Solvent: CC(=O)C (acetone), CC(=O)C.O (acetone water). Reaction conditions: time 2 hour. Yields the product ClC=1C=C2CN(CC2=CC1OC)CC1=CC=C(C=C1)OC (5-chloro-6-methoxy-2-(4-methoxy-benzyl)-2,3-dihydro-1H-isoindole). Yield: 14.8%. As a reaction SMILES: [CH3:1][O:2][C:3]1[CH:10]=[CH:9][C:6]([CH2:7][NH2:8])=[CH:5][CH:4]=1.Br[CH2:12][C:13]1[CH:18]=[C:17]([O:19][CH3:20])[C:16]([Cl:21])=[CH:15][C:14]=1[CH2:22]Br.C([O-])([O-])=O.[Na+].[Na+]>CC(C)=O.CC(C)=O.O>[Cl:21][C:16]1[CH:15]=[C:14]2[C:13](=[CH:18][C:17]=1[O:19][CH3:20])[CH2:12][N:8]([CH2:7][C:6]1[CH:9]=[CH:10][C:3]([O:2][CH3:1])=[CH:4][CH:5]=1)[CH2:22]2 |f:2.3.4,6.7|. Procedure details: A solution of 4-methoxybenzylamine (2.4 g, 17.6 mmol) in acetone (110 ml) was added dropwise to a mixture of 1,2-bis-bromomethyl-4-chloro-5-methoxy-benzene (assumed theoretical, 17.6 mmol) and Na2CO3 (12 g, 114 mmol) in acetone/water (10 ml:12.5 ml) then stirred at room temperature for 2 hours and concentrated in vacuo. The crude material was dissolved in ethyl acetate and extracted with 2N HCl. The aqueous layer was neutralized with sodium carbonate, extracted with ethyl acetate (×2), dried (Mg... Starting materials: C([O-])([O-])=O.[K+].[K+] (potassium carbonate), COC(COC1=CC2=C(C(=CC=C2C=C1)OCCCCCBr)C(C)=O)=O ([[8-Acetyl-7-(5-bromopentyloxy)-2-naphthalenyl]oxy]acetic acid methyl ester), OC1=C(OC(C)=O)C=CC(=C1CCC)O (1-[2,4-dihydroxy-3-propylphenoxy]ethanone), C([O-])([O-])=O.[K+].[K+] (potassium carbonate), CC(=O)C (acetone), [[8-Acetyl-7 -[5-(4-acetyl-3-hydroxy-2-propylphenoxy)-pentyloxy]-2-napththalenyl]oxy]acetic acid methyl ester. Run in CN(C=O)C (dimethylformamide). Product: COC(COC1=CC2=C(C(=CC=C2C=C1)OCCCCCOC1=C(C(=C(C=C1)C(C)=O)O)CCC)C(C)=O)=O ([[8-Acetyl-7-[5-(4-acetyl-3-hydroxy-2-propylphenoxy)-pentyloxy]-2-naphthalenyl]oxy]acetic acid methyl ester). Reaction SMILES: [CH3:1][O:2][C:3](=[O:26])[CH2:4][O:5][C:6]1[CH:15]=[CH:14][C:13]2[C:8](=[C:9]([C:23](=[O:25])[CH3:24])[C:10]([O:16][CH2:17][CH2:18][CH2:19][CH2:20][CH2:21]Br)=[CH:11][CH:12]=2)[CH:7]=1.[OH:27][C:28]1[C:37]([CH2:38][CH2:39][CH3:40])=[C:36]([OH:41])[CH:35]=[CH:34][C:29]=1OC(=O)C.C(=O)([O-])[O-].[K+].[K+].[CH3:48][C:49](C)=[O:50]>CN(C)C=O>[CH3:1][O:2][C:3](=[O:26])[CH2:4][O:5][C:6]1[CH:15]=[CH:14][C:13]2[C:8](=[C:9]([C:23](=[O:25])[CH3:24])[C:10]([O:16][CH2:17][CH2:18][CH2:19][CH2:20][CH2:21][O:41][C:36]3[CH:35]=[CH:34][C:29]([C:49](=[O:50])[CH3:48])=[C:28]([OH:27])[C:37]=3[CH2:38][CH2:39][CH3:40])=[CH:11][CH:12]=2)[CH:7]=1 |f:2.3.4|. Procedure details: A mixture of 1.66 g of [[8-Acetyl-7-(5-bromopentyloxy)-2-naphthalenyl]oxy]acetic acid methyl ester, 0.76 g of 1-[2,4-dihydroxy-3-propylphenoxy]ethanone and 0.81 g of anhydrous potassium carbonate in 30 ml of anhydrous acetone and 10 ml of anhydrous dimethylformamide was stirred at reflux. An additional 0.8 g of anhydrous potassium carbonate was added after 15 hours. Reflux was continued for a total of 22 hours. The reaction mixture was filtered and the filtrate was concentrated in vacuo to an oi...